From a dataset of the Open Reaction Database (ORD), a public repository of structured organic reaction records. describe an organic reaction: reactants, conditions, products, and yield The reactants are ClC(=O)OCC(C)C (Isobutyl chloroformate), CN1CCOCC1 (N-methylmorpholine), ice, C(C)N1CCN(CC1)CC#CC(=O)O (4-(4-ethyl-piperazin-1-yl)-but-2-ynoic acid), BrC=1C=C(C=CC1)NC1=NC=NC2=CC=C(C=C12)N (N-(3-bromophenyl)-4,6-quinazolindiamine). Solvent: O1CCCC1 (tetrahydrofuran), N1=CC=CC=C1 (pyridine). Reaction conditions: time 30 minute. The product is BrC=1C=C(C=CC1)NC1=NC=NC2=CC=C(C=C12)NC(C#CCN1CCN(CC1)CC)=O (4-(4-Ethyl-piperazin-1-yl)-but-2-ynoic acid [4-(3-bromo-phenylamino)-quinazolin-6-yl]-amide). Isolated yield 61.7%. RXN SMILES: ClC(OCC(C)C)=O.CN1CCOCC1.[CH2:16]([N:18]1[CH2:23][CH2:22][N:21]([CH2:24][C:25]#[C:26][C:27]([OH:29])=O)[CH2:20][CH2:19]1)[CH3:17].[Br:30][C:31]1[CH:32]=[C:33]([NH:37][C:38]2[C:47]3[C:42](=[CH:43][CH:44]=[C:45]([NH2:48])[CH:46]=3)[N:41]=[CH:40][N:39]=2)[CH:34]=[CH:35][CH:36]=1>O1CCCC1.N1C=CC=CC=1>[Br:30][C:31]1[CH:32]=[C:33]([NH:37][C:38]2[C:47]3[C:42](=[CH:43][CH:44]=[C:45]([NH:48][C:27](=[O:29])[C:26]#[C:25][CH2:24][N:21]4[CH2:20][CH2:19][N:18]([CH2:16][CH3:17])[CH2:23][CH2:22]4)[CH:46]=3)[N:41]=[CH:40][N:39]=2)[CH:34]=[CH:35][CH:36]=1. Procedure: Isobutyl chloroformate (0.847 g, 6.2 mmol) and N-methylmorpholine (1.460 g, 14.4 mmol) were added to an ice cold solution of 1.900 g (9.52 mmol) of 4-(4-ethyl-piperazin-1-yl)-but-2-ynoic acid in 50 mL of tetrahydrofuran under nitrogen. After stirring for 30 min, a solution of 1.500 g of N-(3-bromophenyl)-4,6-quinazolindiamine in 10 mL of pyridine was added and the mixture was stirred for 2 hr at 0° C. The reaction was then quenched with ice water, poured into saturated sodium bicarbonate, and th... Reactants: Cl (hydrochloric acid), N1=CC=CC=C1 (pyridine), OC(C)(C)C1CC=2C1=CC=CC2 (1-(1-hydroxy-1-methylethyl)benzocyclobutene), P(=O)(Cl)(Cl)Cl (phosphorus oxychloride). Run in CCOCC (ether). Reaction conditions: time 24 hour. The product is C(C)(C)=C1CC=2C1=CC=CC2 (1-isopropylidenebenzocyclobutene). The yield is 94.8%. Reaction SMILES: N1C=CC=CC=1.O[C:8]([CH:11]1[C:14]2=[CH:15][CH:16]=[CH:17][CH:18]=[C:13]2[CH2:12]1)([CH3:10])[CH3:9].P(Cl)(Cl)(Cl)=O.Cl>CCOCC>[C:8](=[C:11]1[C:14]2=[CH:15][CH:16]=[CH:17][CH:18]=[C:13]2[CH2:12]1)([CH3:10])[CH3:9]. Procedure details: Into 30 ml of dried pyridine, was dissolved 1.78 g of 1-(1-hydroxy-1-methylethyl)benzocyclobutene. To the solution, was added dropwise 3.37 g of phosphorus oxychloride over a period of 5 minutes at room temperature. The mixture was stirred for 24 hours at room temperature, then poured into 3% aqueous cold hydrochloric acid solution and admixed with ether. After the ether layer was separated, the aqueous layer was extracted twice with ether. The ether layers were combined, washed with saturated a... Reactants: Cc1nc(-n2ccc(OCc3ccccc3)cc2=O)sc1C(=O)O, NCc1ccc(Cl)nc1. The product is Cc1nc(-n2ccc(OCc3ccccc3)cc2=O)sc1C(=O)NCc1ccc(Cl)nc1. As a reaction SMILES: [CH2:10]([c:11]1[cH:12][cH:13][cH:14][cH:15][cH:16]1)[O:17][c:18]1[cH:19][c:20](=[O:33])[n:21](-[c:24]2[s:25][c:26]([C:30](=[O:31])[OH:32])[c:27]([CH3:29])[n:28]2)[cH:22][cH:23]1.[Cl:1][c:2]1[cH:3][cH:4][c:5]([CH2:8][NH2:9])[cH:6][n:7]1>>[Cl:1][c:2]1[cH:3][cH:4][c:5]([CH2:8][NH:9][C:30]([c:26]2[s:25][c:24](-[n:21]3[c:20](=[O:33])[cH:19][c:18]([O:17][CH2:10][c:11]4[cH:12][cH:13][cH:14][cH:15][cH:16]4)[cH:23][cH:22]3)[n:28][c:27]2[CH3:29])=[O:31])[cH:6][n:7]1. The reactants are ClC1=C(C(=NC(=N1)C1=CC(=NC=C1)C#N)NS(=O)(=O)C1=NC=C(C=C1)C(C)C)OC1=C(C=CC=C1)OC (5-isopropyl-pyridine-2-sulfonic acid [6-chloro-2-(2-cyano-pyridine-4-yl)-5-(2-methoxy-phenoxy)-pyrimidine-4-yl]-amide), ice, O.NN (hydrazine hydrate), C(C)(=O)O (acetic acid). Solvent: CN(C=O)C (N,N-dimethyl formamide), O (water). Reaction conditions: temperature 15 celsius, time 16 hour. Product: ClC1=C(C(=NC(=N1)C1=CC(=NC=C1)C(=N)NN)NS(=O)(=O)C1=NC=C(C=C1)C(C)C)OC1=C(C=CC=C1)OC (5-isopropyl-pyridine-2-sulfonic acid [6-chloro-2-[2-(hydrazino-imino-methyl)-pyridine-4-yl]-5-(2-methoxy-phenoxy)-pyrimidine-4-yl]-amide). The yield is 97.0%. RXN SMILES: [Cl:1][C:2]1[N:7]=[C:6]([C:8]2[CH:13]=[CH:12][N:11]=[C:10]([C:14]#[N:15])[CH:9]=2)[N:5]=[C:4]([NH:16][S:17]([C:20]2[CH:25]=[CH:24][C:23]([CH:26]([CH3:28])[CH3:27])=[CH:22][N:21]=2)(=[O:19])=[O:18])[C:3]=1[O:29][C:30]1[CH:35]=[CH:34][CH:33]=[CH:32][C:31]=1[O:36][CH3:37].O.[NH2:39][NH2:40].C(O)(=O)C>CN(C)C=O.O>[Cl:1][C:2]1[N:7]=[C:6]([C:8]2[CH:13]=[CH:12][N:11]=[C:10]([C:14]([NH:39][NH2:40])=[NH:15])[CH:9]=2)[N:5]=[C:4]([NH:16][S:17]([C:20]2[CH:25]=[CH:24][C:23]([CH:26]([CH3:28])[CH3:27])=[CH:22][N:21]=2)(=[O:19])=[O:18])[C:3]=1[O:29][C:30]1[CH:35]=[CH:34][CH:33]=[CH:32][C:31]=1[O:36][CH3:37] |f:1.2|. Reported procedure: 122 g (233 mmol) of 5-isopropyl-pyridine-2-sulfonic acid [6-chloro-2-(2-cyano-pyridine-4-yl)-5-(2-methoxy-phenoxy)-pyrimidine-4-yl]-amide was suspended in 450 ml of N,N-dimethyl formamide and the mixture was cooled down to 15° C. At this temperature, 35 ml of hydrazine hydrate were added dropwise within 1 hr. The resulting solution was stirred at 15° C. to 20° C. for 16 hr and thereafter diluted with 600 ml of de-ionized water. Then 50 ml of glacial acetic acid were added dropwise at 0° C. to 5°... The reactants are C1CNC1, CO, Cl, N#C[K], O=C1CCC2(CC1)OCCO2, O. Product: N#CC1(N2CCC2)CCC2(CC1)OCCO2. As a reaction SMILES: [CH2:16]1[CH2:17][NH:18][CH2:19]1.[CH3:21][OH:22].[ClH:15].[K:12][C:13]#[N:14].[O:1]1[CH2:2][CH2:3][O:4][C:5]12[CH2:6][CH2:7][C:8](=[O:11])[CH2:9][CH2:10]2.[OH2:20]>>[O:1]1[CH2:2][CH2:3][O:4][C:5]12[CH2:6][CH2:7][C:8]([C:13]#[N:14])([N:18]1[CH2:17][CH2:16][CH2:19]1)[CH2:9][CH2:10]2.